From a dataset of the Open Reaction Database (ORD), a public repository of structured organic reaction records. describe an organic reaction: reactants, conditions, products, and yield Reactants: N#N (N2), C(C)(C)NC(C)C (diisopropylamine), CC1OCCC1 (2-methyltetrahydrofuran), C(C1=CC=CC=C1)N1C(CCC1)=O (N-benzyl-2-pyrrolidinone), C(CC(C)C)(=O)OCC (ethyl isovalerate), [Li]CCCC (n-BuLi). The solvent is 2-Me THF, CCCCCCC (heptane). Conditions: temperature -10 celsius. The product is C(C1=CC=CC=C1)N1C([C@@H](CC1)C(CC(C)C)=O)=O ((S)-1-Benzyl-3-(3-methylbutanoyl)pyrrolidin-2-one). The yield is 22635.0%. As a reaction SMILES: N#N.C(NC(C)C)(C)C.CC1CCCO1.[Li]CCCC.[CH2:21]([N:28]1[CH2:32][CH2:31][CH2:30][C:29]1=[O:33])[C:22]1[CH:27]=[CH:26][CH:25]=[CH:24][CH:23]=1.[C:34](OCC)(=[O:39])[CH2:35][CH:36]([CH3:38])[CH3:37]>CCCCCCC>[CH2:21]([N:28]1[CH2:32][CH2:31][C@@H:30]([C:34](=[O:39])[CH2:35][CH:36]([CH3:38])[CH3:37])[C:29]1=[O:33])[C:22]1[CH:27]=[CH:26][CH:25]=[CH:24][CH:23]=1. Procedure details: Charge a 5 L, 3-neck round bottom flask equipped with a magnetic stirrer, thermal couple, addition funnel and N2 inlet with diisopropylamine (176 mL, 1265 mmoles) and 2-methyltetrahydrofuran (500 mL). Cool the solution to ˜−10° C. (salt/ice bath) with stirring and add a solution of n-BuLi (2.5 M in hexanes, 504 mL, 1259 mmoles) drop wise while maintaining a temperature at or below 0° C. Rinse the addition funnel with 2-methyltetrahydrofuran (25 mL). Stir the solution for about 15 min, at ˜−5° C.... Product: OC(C)C1C2CC(=C(N2C1=O)C(=O)OCC1=CC=CC=C1)SC1=CC=CC=C1 (Benzyl 6-(1-hydroxyethyl)-3-phenylthio-1-azabicyclo[3.2.0]hept-2-en-7-one-2-carboxylate). Reaction SMILES: [OH:1][CH:2]([CH:4]1[C:10](=[O:11])[N:9]2[CH:5]1[CH2:6][C:7](OS(C1C(C)=CC=CC=1)(=O)=O)=[C:8]2[C:12]([O:14][CH2:15][C:16]1[CH:21]=[CH:20][CH:19]=[CH:18][CH:17]=1)=[O:13])[CH3:3].C(N(CC)CC)(C)C.[C:41]1([SH:47])[CH:46]=[CH:45][CH:44]=[CH:43][CH:42]=1>CN(C=O)C.C(OCC)(=O)C>[OH:1][CH:2]([CH:4]1[C:10](=[O:11])[N:9]2[CH:5]1[CH2:6][C:7]([S:47][C:41]1[CH:46]=[CH:45][CH:44]=[CH:43][CH:42]=1)=[C:8]2[C:12]([O:14][CH2:15][C:16]1[CH:17]=[CH:18][CH:19]=[CH:20][CH:21]=1)=[O:13])[CH3:3]. Procedure details: To an ice-cold, stirring solution of benzyl 6-(1-hydroxyethyl)-3-toluenesulfonyloxy-1-azabicyclo[3.2.0]hept-2-en-7-one-2-carboxylate (46 mg) in anhydrous DMF (1 ml) is added N-isopropyl-N,N-diethylamine (13 mg) and thiophenol (11 mg). The resulting solution is stirred in the cold for 15 mins. and at room temperature for 45 mins, then diluted with ethyl acetate (10 ml). The mixture is thoroughly washed with water (5×2 ml) and brine, dried with MgSO4, filtered, and evaporated to dryness. The resid... The solvent is CN(C)C=O (DMF), C(C)(=O)OCC (ethyl acetate). Conditions: time 15 minute. The reactants are C(C)(C)N(CC)CC (N-isopropyl-N,N-diethylamine), C1(=CC=CC=C1)S (thiophenol), ice, OC(C)C1C2CC(=C(N2C1=O)C(=O)OCC1=CC=CC=C1)OS(=O)(=O)C=1C(=CC=CC1)C (benzyl 6-(1-hydroxyethyl)-3-toluenesulfonyloxy-1-azabicyclo[3.2.0]hept-2-en-7-one-2-carboxylate). As a reaction SMILES: [CH3:1][CH2:2][CH2:3][CH2:4][N:5]1[C@H:10]([C:11]([NH:13][C:14]2[C:15]([CH3:21])=[CH:16][CH:17]=[CH:18][C:19]=2[CH3:20])=[O:12])[CH2:9][CH2:8][CH2:7][CH2:6]1.Cl.C(=O)([O-])[O-]>>[CH3:1][CH2:2][CH2:3][CH2:4][N:5]1[C@H:10]([C:11]([NH:13][C:14]2[C:15]([CH3:21])=[CH:16][CH:17]=[CH:18][C:19]=2[CH3:20])=[O:12])[CH2:9][CH2:8][CH2:7][CH2:6]1 |f:0.1|. The product is CCCCN1CCCC[C@H]1C(=O)NC=2C(=CC=CC2C)C (Levobupivacaine). Reactants: CCCCN1CCCC[C@H]1C(=O)NC=2C(=CC=CC2C)C.Cl (levobupivacaine HCl), pentaerythritol poly(ethylene glycol) ether tetra-N-hydroxy-succinimidyl glutarate, pentaerythritol poly(ethylene glycol) ether tetra-sulfhydryl, C([O-])([O-])=O (carbonate). Conditions: time 9 day. Reported procedure: In a first vial, levobupivacaine-HCl (6, 12.5 or 25 mg), tetrafunctional PEG, pentaerythritol poly(ethylene glycol) ether tetra-N-hydroxy-succinimidyl glutarate (10,000 g/mol) (SG-PEG) (50 mg) and tetrafunctional PEG, pentaerythritol poly(ethylene glycol) ether tetra-sulfhydryl (10,000 g/mol) (PEG-SH) (50 mg) were dissolved in 250 μL of pH 2.2 buffer. This solution was combined with an equal volume of carbonate buffer (pH 9.7) using a spray kit. Levobupivacaine precipitated within the gel upon m... The reactants are C1CCOC1, Fc1ccc(CBr)cc1, Fc1ccc(CCOc2ccc3[nH]ccc3c2)cc1, [H-], [Na+]. The product is Fc1ccc(CCOc2ccc3c(ccn3Cc3ccc(F)cc3)c2)cc1. Reaction SMILES: [CH2:31]1[O:32][CH2:33][CH2:34][CH2:35]1.[F:22][c:23]1[cH:24][cH:25][c:26]([CH2:27][Br:28])[cH:29][cH:30]1.[F:3][c:4]1[cH:5][cH:6][c:7]([CH2:10][CH2:11][O:12][c:13]2[cH:14][c:15]3[cH:16][cH:17][nH:18][c:19]3[cH:20][cH:21]2)[cH:8][cH:9]1.[H-:2].[Na+:1]>>[F:3][c:4]1[cH:5][cH:6][c:7]([CH2:10][CH2:11][O:12][c:13]2[cH:14][c:15]3[cH:16][cH:17][n:18]([CH2:27][c:26]4[cH:25][cH:24][c:23]([F:22])[cH:30][cH:29]4)[c:19]3[cH:20][cH:21]2)[cH:8][cH:9]1. Reactants: CCOC(C)=O, Cc1nc(S(C)(=O)=O)ccc1[N+](=O)[O-], [Cl-], [NH4+], [Zn]. The product is Cc1nc(S(C)(=O)=O)ccc1N. RXN SMILES: [CH3:17][CH2:18][O:19][C:20](=[O:21])[CH3:22].[CH3:3][c:4]1[n:5][c:6]([S:13](=[O:14])(=[O:15])[CH3:16])[cH:7][cH:8][c:9]1[N+:10]([O-:11])=[O:12].[Cl-:1].[NH4+:2].[Zn:23]>>[CH3:3][c:4]1[n:5][c:6]([S:13](=[O:14])(=[O:15])[CH3:16])[cH:7][cH:8][c:9]1[NH2:10]. Procedure: To a 500 milliliter round bottom flask equipped with a water condenser, magnetic stirrer and drying tube was added 13.72 grams (0.10 mole) of 4-amino-3,5-dimethylphenol, 12.21 grams (0.10 mole) of salicylaldehyde and 250 milliliters of ethyl acetate. The resulting reaction mixture was then heated to 55° C. and stirred for 19 hours at ambient pressure. After cooling the reaction mixture to room temperature, it was filtered and concentrated under reduced pressure to give a brown oil which solidifi... The reactants are NC1=C(C=C(C=C1C)O)C (4-amino-3,5-dimethylphenol), C(C=1C(O)=CC=CC1)=O (salicylaldehyde), C(C)(=O)OCC (ethyl acetate). The yield is 82.0%. Product: OC1=C(C=NC2=C(C=C(C=C2C)O)C)C=CC=C1 (4-(2-hydroxybenzylideneamino)-3,5-dimethylphenol). The solvent is CCCCCC (hexane). Reaction conditions: temperature 55 celsius, time 19 hour. Reaction SMILES: [NH2:1][C:2]1[C:7]([CH3:8])=[CH:6][C:5]([OH:9])=[CH:4][C:3]=1[CH3:10].[CH:11](=O)[C:12]1[C:13](=[CH:15][CH:16]=[CH:17][CH:18]=1)[OH:14].C(OCC)(=O)C>CCCCCC>[OH:14][C:13]1[CH:15]=[CH:16][CH:17]=[CH:18][C:12]=1[CH:11]=[N:1][C:2]1[C:7]([CH3:8])=[CH:6][C:5]([OH:9])=[CH:4][C:3]=1[CH3:10]. The reactants are BrC=1C=C(C=O)C=C(C1)F (3-bromo-5-fluorobenzaldehyde), CN1CCNCC1 (1-methylpiperazine), [BH3-]C#N.[Na+] (NaCNBH3), CC(=O)O (HOAc). Run in CO (MeOH). Run at time 1 hour. Yields the product BrC=1C=C(CN2CCN(CC2)C)C=C(C1)F (1-(3-bromo-5-fluorobenzyl)-4-methylpiperazine). Yield: 51.0%. Reaction SMILES: [Br:1][C:2]1[CH:3]=[C:4]([CH:7]=[C:8]([F:10])[CH:9]=1)[CH:5]=O.[CH3:11][N:12]1[CH2:17][CH2:16][NH:15][CH2:14][CH2:13]1.CC(O)=O.[BH3-]C#N.[Na+]>CO>[Br:1][C:2]1[CH:3]=[C:4]([CH:7]=[C:8]([F:10])[CH:9]=1)[CH2:5][N:15]1[CH2:16][CH2:17][N:12]([CH3:11])[CH2:13][CH2:14]1 |f:3.4|. Reported procedure: A solution of 3-bromo-5-fluorobenzaldehyde (CI) (2.12 g, 10.42 mmol) in MeOH (200 mL) was added 1-methylpiperazine (2.3 mL, 20.84 mL). The pH was adjusted to 6 using HOAc and stirred for 1 h. NaCNBH3 (917 mg, 14.59 mmol) was added and stirred at room temperature overnight. The MeOH was removed under vacuum and the residue was partitioned between CHCl3 and saturated aqueous NaHCO3. The organic layer was dried over MgSO4 and evaporated under vacuum. The crude product was purified on a silica gel c... Reactants: CCOC(=O)CBr, C=CCc1cc(C(=O)c2ccnn2C)c(Cl)c(Cl)c1O. Yields the product C=CCc1cc(C(=O)c2ccnn2C)c(Cl)c(Cl)c1OCC(=O)OCC. As a reaction SMILES: [Br:21][CH2:22][C:23](=[O:24])[O:25][CH2:26][CH3:27].[CH2:1]([CH:2]=[CH2:3])[c:4]1[cH:5][c:6]([C:13](=[O:14])[c:15]2[cH:16][cH:17][n:18][n:19]2[CH3:20])[c:7]([Cl:12])[c:8]([Cl:11])[c:9]1[OH:10]>>[CH2:1]([CH:2]=[CH2:3])[c:4]1[cH:5][c:6]([C:13](=[O:14])[c:15]2[cH:16][cH:17][n:18][n:19]2[CH3:20])[c:7]([Cl:12])[c:8]([Cl:11])[c:9]1[O:10][CH2:22][C:23](=[O:24])[O:25][CH2:26][CH3:27]. Starting materials: N1C(C2(C3=CC=CC=C13)COC1=CC3=C(OCCO3)C=C12)=O (2,3-dihydrospiro[furo[2,3-g][1,4]benzodioxine-8,3′-indol]-2′(1′H)-one), BrCCCCC (1-bromopentane), N1C([C@]2(C3=CC=CC=C13)COC1=CC3=C(OCCO3)C=C12)=O ((S)-2,3-dihydrospiro[furo[2,3-g][1,4]benzodioxine-8,3′-indol]-2′(1′H)-one), ClCC=1C=C(C=CC1)S(=O)(=O)N(C)C (3-(chloromethyl)-N,N-dimethylbenzenesulfonamide). Product: CN(S(=O)(=O)C1=CC(=CC=C1)CN1C(C2(C3=CC=CC=C13)COC1=CC3=C(OCCO3)C=C12)=O)C (N,N-dimethyl-3-[(2′-oxo-2,3-dihydrospiro[furo[2,3-g][1,4]benzodioxine-8,3′-indol]-1′-(2′H)-yl)methyl]benzenesulfonamide). Reported procedure: Following the procedure as described in EXAMPLE 7.3 and making non-critical variations using 2,3-dihydrospiro[furo[2,3-g][1,4]benzodioxine-8,3′-indol]-2′(1′H)-one to replace (S)-2,3-dihydrospiro[furo[2,3-g][1,4]benzodioxine-8,3′-indol]-2′(1′H)-one, and 3-(chloromethyl)-N,N-dimethylbenzenesulfonamide to replace 1-bromopentane, N,N-dimethyl-3-[(2′-oxo-2,3-dihydrospiro[furo[2,3-g][1,4]benzodioxine-8,3′-indol]-1′-(2′H)-yl)methyl]benzenesulfonamide was obtained (40%) as a colorless solid: 1H NMR (300... As a reaction SMILES: [NH:1]1[C:9]2[C:4](=[CH:5][CH:6]=[CH:7][CH:8]=2)[C:3]2([C:21]3[C:12](=[CH:13][C:14]4[O:19][CH2:18][CH2:17][O:16][C:15]=4[CH:20]=3)[O:11][CH2:10]2)[C:2]1=[O:22].N1C2C(=CC=CC=2)[C@@]2(C3C(=CC4OCCOC=4C=3)OC2)C1=O.Cl[CH2:46][C:47]1[CH:48]=[C:49]([S:53]([N:56]([CH3:58])[CH3:57])(=[O:55])=[O:54])[CH:50]=[CH:51][CH:52]=1.BrCCCCC>>[CH3:57][N:56]([CH3:58])[S:53]([C:49]1[CH:50]=[CH:51][CH:52]=[C:47]([CH2:46][N:1]2[C:9]3[C:4](=[CH:5][CH:6]=[CH:7][CH:8]=3)[C:3]3([C:21]4[C:12](=[CH:13][C:14]5[O:19][CH2:18][CH2:17][O:16][C:15]=5[CH:20]=4)[O:11][CH2:10]3)[C:2]2=[O:22])[CH:48]=1)(=[O:54])=[O:55].